Dataset: the Open Reaction Database (ORD), a public repository of structured organic reaction records. Task: describe an organic reaction: reactants, conditions, products, and yield Reactants: N1(CCOCC1)CCC1=CC=C2C(=NC=NN21)N (7-(2-morpholin-4-ylethyl)pyrrolo[2,1-f][1,2,4]triazin-4-amine), BrN1C(N(C(C1(C)C)=O)Br)=O (1,3-dibromo-5,5-dimethylimidazolidine-2,4-dione). Solvent: CN(C)C=O (DMF). Run at time 3 hour. Yields the product BrC=1C=C(N2N=CN=C(C21)N)CCN2CCOCC2 (5-bromo-7-(2-morpholin-4-ylethyl)pyrrolo[2,1-f][1,2,4]triazin-4-amine). Yield: 95.8%. RXN SMILES: [N:1]1([CH2:7][CH2:8][C:9]2[N:17]3[C:12]([C:13]([NH2:18])=[N:14][CH:15]=[N:16]3)=[CH:11][CH:10]=2)[CH2:6][CH2:5][O:4][CH2:3][CH2:2]1.[Br:19]N1C(C)(C)C(=O)N(Br)C1=O>CN(C=O)C>[Br:19][C:11]1[CH:10]=[C:9]([CH2:8][CH2:7][N:1]2[CH2:6][CH2:5][O:4][CH2:3][CH2:2]2)[N:17]2[C:12]=1[C:13]([NH2:18])=[N:14][CH:15]=[N:16]2. Procedure: To a solution of 7-(2-morpholin-4-ylethyl)pyrrolo[2,1-f][1,2,4]triazin-4-amine (149 mg, 0.6 mmol) in DMF (3 ml) at −20 C was added 1,3-dibromo-5,5-dimethylimidazolidine-2,4-dione (69 mg, 0.24 mmol) in three portions. The reaction was stirred at −20 C for 3 h. Upon the completion, the reaction was quenched with aqueous saturated Na2SO3 and allowed to warm up to rt. The crude was extracted with ethyl acetate. The organic layer was collected and washed with brine, dried over Na2SO4 and concentrated... Starting materials: COCC1=NC=CC(=N1)N1CCN(CC1)S(=O)(=O)N1CCCC1 (2-methoxymethyl-4-[4-(pyrrolidine-1-sulfonyl)-piperazin-1-yl]-pyrimidine), B(Br)(Br)Br (boron tribromide). Run in ClCCl (dichloromethane). Conditions: time 2 hour. The product is N1(CCCC1)S(=O)(=O)N1CCN(CC1)C1=NC(=NC=C1)CO ({4-[4-(Pyrrolidine-1-sulfonyl)-piperazin-1-yl]-pyrimidin-2-yl}-methanol). As a reaction SMILES: C[O:2][CH2:3][C:4]1[N:9]=[C:8]([N:10]2[CH2:15][CH2:14][N:13]([S:16]([N:19]3[CH2:23][CH2:22][CH2:21][CH2:20]3)(=[O:18])=[O:17])[CH2:12][CH2:11]2)[CH:7]=[CH:6][N:5]=1.B(Br)(Br)Br>ClCCl>[N:19]1([S:16]([N:13]2[CH2:12][CH2:11][N:10]([C:8]3[CH:7]=[CH:6][N:5]=[C:4]([CH2:3][OH:2])[N:9]=3)[CH2:15][CH2:14]2)(=[O:18])=[O:17])[CH2:20][CH2:21][CH2:22][CH2:23]1. Reported procedure: To a solution of 2-methoxymethyl-4-[4-(pyrrolidine-1-sulfonyl)-piperazin-1-yl]-pyrimidine (prepared according to the method of Example 121, Step A, 3.1 g, 9.4 mmol) in dichloromethane (47 mL) was added boron tribromide (1 M in dichloromethane, 19 mL, 18.7 mmol) at 0° C. then stirred at ambient temperature for 2 h. The mixture was washed twice with saturated aqueous sodium bicarbonate, and the organic layer was separated, dried over magnesium sulfate, filtered, and the filtrate was concentrated t...